This data is from the Open Reaction Database (ORD), a public repository of structured organic reaction records. The task is: describe an organic reaction: reactants, conditions, products, and yield Reactants: CO, CCOC(=O)C(C)(C)Sc1ccc2c(-c3ccccc3F)noc2c1Cl, Cl, [Na+], [OH-]. Yields the product CC(C)(Sc1ccc2c(-c3ccccc3F)noc2c1Cl)C(=O)O. As a reaction SMILES: [CH3:30][OH:31].[Cl:1][c:2]1[c:3]([S:18][C:19]([C:20](=[O:21])[O:22][CH2:23][CH3:24])([CH3:25])[CH3:26])[cH:4][cH:5][c:6]2[c:7](-[c:11]3[c:12]([F:17])[cH:13][cH:14][cH:15][cH:16]3)[n:8][o:9][c:10]12.[ClH:29].[Na+:28].[OH-:27]>>[Cl:1][c:2]1[c:3]([S:18][C:19]([C:20](=[O:21])[OH:22])([CH3:25])[CH3:26])[cH:4][cH:5][c:6]2[c:7](-[c:11]3[c:12]([F:17])[cH:13][cH:14][cH:15][cH:16]3)[n:8][o:9][c:10]12.